From a dataset of the Open Reaction Database (ORD), a public repository of structured organic reaction records. describe an organic reaction: reactants, conditions, products, and yield The reactants are FC(C1=CC=C(C=C1)C1=C(C=NO1)C(=O)O)(F)F (5-(4-trifluoromethylphenyl)isoxazole-4-carboxylic acid), C(C(=O)O)(=O)O.FC(C1=CC=C(C=C1)C1CNCC1)(F)F (3-[4-(trifluoromethyl)phenyl]pyrrolidine oxalate). Yields the product FC(C1=CC=C(C=C1)C1=C(C=NO1)C(=O)N1CC(CC1)C1=CC=C(C=C1)C(F)(F)F)(F)F (5-[4-(Trifluoromethyl)phenyl]-4-({3-[4-(trifluoromethyl)phenyl]pyrrolidin-1-yl}carbonyl)isoxazole), solid. RXN SMILES: [F:1][C:2]([F:18])([F:17])[C:3]1[CH:8]=[CH:7][C:6]([C:9]2[O:13][N:12]=[CH:11][C:10]=2[C:14]([OH:16])=O)=[CH:5][CH:4]=1.C(O)(=O)C(O)=O.[F:25][C:26]([F:39])([F:38])[C:27]1[CH:32]=[CH:31][C:30]([CH:33]2[CH2:37][CH2:36][NH:35][CH2:34]2)=[CH:29][CH:28]=1>>[F:17][C:2]([F:1])([F:18])[C:3]1[CH:4]=[CH:5][C:6]([C:9]2[O:13][N:12]=[CH:11][C:10]=2[C:14]([N:35]2[CH2:36][CH2:37][CH:33]([C:30]3[CH:31]=[CH:32][C:27]([C:26]([F:25])([F:38])[F:39])=[CH:28][CH:29]=3)[CH2:34]2)=[O:16])=[CH:7][CH:8]=1 |f:1.2|. Procedure details: The title compound was prepared from 5-(4-trifluoromethylphenyl)isoxazole-4-carboxylic acid (12.9 mg, 0.050 mmol) and 3-[4-(trifluoromethyl)phenyl]pyrrolidine oxalate (18.3 mg, 0.060 mmol) as described in synthetic method C and thereafter purified by preparative HPLC method B to give a solid (5.5 mg). Calcd for C22H16F6N2O2: 454.1116, found 454.1116. Reactants: CCOC(=O)c1c(-c2ccc(OC)cc2)csc1N, CC(=O)O, O=C1OC(=O)c2ccccc21. Yields the product CCOC(=O)c1c(-c2ccc(OC)cc2)csc1N1C(=O)c2ccccc2C1=O. As a reaction SMILES: [CH2:1]([CH3:2])[O:3][C:4](=[O:5])[c:6]1[c:7]([NH2:19])[s:8][cH:9][c:10]1-[c:11]1[cH:12][cH:13][c:14]([O:17][CH3:18])[cH:15][cH:16]1.[CH3:31][C:32](=[O:33])[OH:34].[O:20]=[C:21]1[O:22][C:23](=[O:24])[c:25]2[cH:26][cH:27][cH:28][cH:29][c:30]21>>[CH2:1]([CH3:2])[O:3][C:4](=[O:5])[c:6]1[c:7]([N:19]2[C:21](=[O:20])[c:30]3[c:25]([cH:26][cH:27][cH:28][cH:29]3)[C:23]2=[O:22])[s:8][cH:9][c:10]1-[c:11]1[cH:12][cH:13][c:14]([O:17][CH3:18])[cH:15][cH:16]1. Starting materials: ClC1=CN=C(S1)NS(=O)(=O)C1=CC(=C(C(=O)OC)C=C1)F (Methyl 4-{[(5-chloro-1,3-thiazol-2-yl)amino]sulfonyl}-2-fluorobenzoate), [OH-].[Na+] (sodium hydroxide). The solvent is O1CCOCC1 (dioxane). Yields the product ClC1=CN=C(S1)NS(=O)(=O)C1=CC(=C(C(=O)O)C=C1)F (4-{[(5-Chloro-1,3-thiazol-2-yl)amino]sulfonyl}-2-fluorobenzoic acid), solid. The yield is 78.9%. As a reaction SMILES: [Cl:1][C:2]1[S:6][C:5]([NH:7][S:8]([C:11]2[CH:20]=[CH:19][C:14]([C:15]([O:17]C)=[O:16])=[C:13]([F:21])[CH:12]=2)(=[O:10])=[O:9])=[N:4][CH:3]=1.[OH-].[Na+]>O1CCOCC1>[Cl:1][C:2]1[S:6][C:5]([NH:7][S:8]([C:11]2[CH:20]=[CH:19][C:14]([C:15]([OH:17])=[O:16])=[C:13]([F:21])[CH:12]=2)(=[O:10])=[O:9])=[N:4][CH:3]=1 |f:1.2|. Reported procedure: Methyl 4-{[(5-chloro-1,3-thiazol-2-yl)amino]sulfonyl}-2-fluorobenzoate (Preparation 32, 3.6 g, 10.26 mmol, 1 eq) was suspended in 2.5M sodium hydroxide (16.5 ml, 41 mmol, 4 eq) and dioxane (4 ml) and the reaction mixture heated at 50° C. for 2 hours. The organic solvent was removed in vacuo and the residue diluted with ethyl acetate (20 ml). The remaining solid was removed by filtration and the organic layer separated. The aqueous phase was acidified with concentrated HCl, extracted into ethyl a... Starting materials: IC (iodomethane), ClC1=CC=C(C=N1)C(=O)NC1=C(C=C(C=C1)OCC)[N+](=O)[O-] (6-chloro-N-(4-ethoxy-2-nitrophenyl)-3-pyridinecarboxamide), C[O-].[Na+] (sodium methoxide). Solvent: C(C)(=O)OCC (ethyl acetate), CN(C)C=O (DMF), CN(C)C=O (DMF). Run at time 10 minute. Yields the product ClC1=CC=C(C=N1)C(=O)N(C)C1=C(C=C(C=C1)OCC)[N+](=O)[O-] (6-Chloro-N-(4-ethoxy-2-nitrophenyl)-N-methyl-3-pyridinecarboxamide). RXN SMILES: [Cl:1][C:2]1[N:7]=[CH:6][C:5]([C:8]([NH:10][C:11]2[CH:16]=[CH:15][C:14]([O:17][CH2:18][CH3:19])=[CH:13][C:12]=2[N+:20]([O-:22])=[O:21])=[O:9])=[CH:4][CH:3]=1.[CH3:23][O-].[Na+].IC>CN(C=O)C.C(OCC)(=O)C>[Cl:1][C:2]1[N:7]=[CH:6][C:5]([C:8]([N:10]([C:11]2[CH:16]=[CH:15][C:14]([O:17][CH2:18][CH3:19])=[CH:13][C:12]=2[N+:20]([O-:22])=[O:21])[CH3:23])=[O:9])=[CH:4][CH:3]=1 |f:1.2|. Reported procedure: To a solution of 6-chloro-N-(4-ethoxy-2-nitrophenyl)-3-pyridinecarboxamide (50 mg, 0.155 mmol) in DMF (2 ml) was added sodium methoxide (12 mg, 0.222 mmol) in DMF (1 ml) and the reaction mixture was stirred for 10 min. To the mixture was added iodomethane (22 mg, 0.155 mmol) slowly and the mixture was stirred for at room temperature for 3 h. It was diluted with ethyl acetate and washed with water and brine, dried over anhydrous sodium sulfate, and evaporated. The residue was purified by column c... Starting materials: [H][H] (hydrogen), ClC=1N(C(=CN1)B1OC(C(O1)(C)C)(C)C)C1OCCCC1 (2-chloro-1-(tetrahydro-2H-pyran-2-yl)-5-(4,4,5,5-tetramethyl-1,3,2-dioxaborolan-2-yl)-1H-imidazole). The reagents and catalysts are [Pd] (palladium). The product is O1C(CCCC1)N1C=NC=C1B1OC(C(O1)(C)C)(C)C (1-(Tetrahydro-2H-pyran-2-yl)-5-(4,4,5,5-tetramethyl-1,3,2-dioxaborolan-2-yl)-1H-imidazole). As a reaction SMILES: [H][H].Cl[C:4]1[N:5]([CH:18]2[CH2:23][CH2:22][CH2:21][CH2:20][O:19]2)[C:6]([B:9]2[O:13][C:12]([CH3:15])([CH3:14])[C:11]([CH3:17])([CH3:16])[O:10]2)=[CH:7][N:8]=1>[Pd]>[O:19]1[CH2:20][CH2:21][CH2:22][CH2:23][CH:18]1[N:5]1[C:6]([B:9]2[O:13][C:12]([CH3:15])([CH3:14])[C:11]([CH3:17])([CH3:16])[O:10]2)=[CH:7][N:8]=[CH:4]1. Procedure: 1-(Tetrahydro-2H-pyran-2-yl)-5-(4,4,5,5-tetramethyl-1,3,2-dioxaborolan-2-yl)-1H-imidazole was prepared by hydrogen with palladium reduction of 2-chloro-1-(tetrahydro-2H-pyran-2-yl)-5-(4,4,5,5-tetramethyl-1,3,2-dioxaborolan-2-yl)-1H-imidazole. The reactants are N1C=CC2=CC=CC=C12 (indole), N1C=C(C2=CC=CC=C12)CC#N (indole-3-acetonitrile), C([O-])([O-])=O.[K+].[K+] (potassium carbonate), C(OC)(OC)=O (dimethyl carbonate). Run in O (Water), CN(C=O)C (N,N-dimethylformamide). Conditions: temperature 124 celsius, time 10 hour. Yields the product CN1C=C(C2=CC=CC=C12)CC#N (1-methylindole-3-acetonitrile). Yield: 158.1%. RXN SMILES: [NH:1]1[C:9]2[C:4](=[CH:5][CH:6]=[CH:7][CH:8]=2)[C:3]([CH2:10][C:11]#[N:12])=[CH:2]1.[C:13](=O)([O-])[O-].[K+].[K+].C(=O)(OC)OC.N1C2C(=CC=CC=2)C=C1>O.CN(C)C=O>[CH3:13][N:1]1[C:9]2[C:4](=[CH:5][CH:6]=[CH:7][CH:8]=2)[C:3]([CH2:10][C:11]#[N:12])=[CH:2]1 |f:1.2.3|. Reported procedure: A 500 mL, three-necked flask equipped with a thermocouple, condenser, and addition funnel was charged with indole-3-acetonitrile (10.0 g, 0.064 mol), potassium carbonate (5.0 g, 36 mmol), N,N-dimethylformamide (60 mL) and dimethyl carbonate (11.0 mL, 0.13 mol). The resulting mixture was heated to 124±1° C. The progress of the reaction was monitored by HPLC. After 10 h at this temperature, the presence of the starting indole could not be detected. The reaction mixture was then cooled to zero to −... The reactants are FC(C(O)C1=CC2=CC=C(C=C2C=C1)OC)(F)F (2,2,2-trifluoro-1-(6-methoxynaphthalen-2-yl)ethanol), TEA, CS(=O)(=O)Cl (MsCl). Run in C(Cl)Cl (DCM). Run at time 3 hour. Yields the product CS(=O)(=O)OC(C(F)(F)F)C1=CC2=CC=C(C=C2C=C1)OC (2,2,2-trifluoro-1-(6-methoxynaphthalen-2-yl)ethyl methanesulfonate). The yield is 62.8%. Reaction SMILES: [F:1][C:2]([F:18])([F:17])[CH:3]([C:5]1[CH:14]=[CH:13][C:12]2[C:7](=[CH:8][CH:9]=[C:10]([O:15][CH3:16])[CH:11]=2)[CH:6]=1)[OH:4].[CH3:19][S:20](Cl)(=[O:22])=[O:21]>C(Cl)Cl>[CH3:19][S:20]([O:4][CH:3]([C:5]1[CH:14]=[CH:13][C:12]2[C:7](=[CH:8][CH:9]=[C:10]([O:15][CH3:16])[CH:11]=2)[CH:6]=1)[C:2]([F:17])([F:18])[F:1])(=[O:22])=[O:21]. Procedure: To a solution of 2,2,2-trifluoro-1-(6-methoxynaphthalen-2-yl)ethanol (500 mg, 2 mmol) and TEA (610 mg, 6 mmol, 3 eq) in DCM (10 mL) was added MsCl (680 mg, 6 mmol, 2 eq) at 0° C. dropwise. The reaction mixture was stirred at room temperature for 3 h. The reaction mixture was quenched with sat. NaHCO3 (5 mL), washed with brine (5 mL*3), dried over Na2SO4 and concentrated to give 2,2,2-trifluoro-1-(6-methoxynaphthalen-2-yl)ethyl methanesulfonate (420 mg, yield: 65%) as a white solid. ESI-MS (M+1)+... RXN SMILES: [CH3:15][OH:16].[CH:11]1([NH2:14])[CH2:12][CH2:13]1.[Cl:1][c:2]1[c:3]2[nH:4][cH:5][n:6][c:7]2[n:8][cH:9][n:10]1>>[c:2]1([NH:14][CH:11]2[CH2:12][CH2:13]2)[c:3]2[n:4][cH:5][nH:6][c:7]2[n:8][cH:9][n:10]1. Starting materials: CO, NC1CC1, Clc1ncnc2nc[nH]c12. Yields the product c1nc(NC2CC2)c2nc[nH]c2n1. The product is COC(=O)c1ccc(Oc2ccc(Cl)c(C(C)C(O)(c3ccc4c(c3)N(C)C(=O)CO4)C(F)(F)F)c2)cc1Cl. RXN SMILES: [C:43]([O-:44])(=[O:45])[CH3:46].[C:48]([O-:49])(=[O:50])[CH3:51].[Cl:1][c:2]1[c:3]([CH:9]([C:10]([C:11]([F:12])([F:13])[F:14])([OH:15])[c:16]2[cH:17][cH:18][c:19]3[c:20]([cH:27]2)[N:21]([CH3:26])[C:22](=[O:25])[CH2:23][O:24]3)[CH3:28])[cH:4][c:5]([OH:8])[cH:6][cH:7]1.[Cl:29][c:30]1[cH:31][c:32]([B:40]([OH:41])[OH:42])[cH:33][cH:34][c:35]1[C:36](=[O:37])[O:38][CH3:39].[Cu+2:47].[cH:52]1[cH:53][cH:54][n:55][cH:56][cH:57]1>>[Cl:1][c:2]1[c:3]([CH:9]([C:10]([C:11]([F:12])([F:13])[F:14])([OH:15])[c:16]2[cH:17][cH:18][c:19]3[c:20]([cH:27]2)[N:21]([CH3:26])[C:22](=[O:25])[CH2:23][O:24]3)[CH3:28])[cH:4][c:5]([O:8][c:32]2[cH:31][c:30]([Cl:29])[c:35]([C:36](=[O:37])[O:38][CH3:39])[cH:34][cH:33]2)[cH:6][cH:7]1. The reactants are CC(=O)[O-], CC(=O)[O-], CC(c1cc(O)ccc1Cl)C(O)(c1ccc2c(c1)N(C)C(=O)CO2)C(F)(F)F, COC(=O)c1ccc(B(O)O)cc1Cl, [Cu+2], c1ccncc1. Reactants: CC1=C(C(=C2C(=N1)SC1=C2CCCC1)C1=CC=C(C=C1)CC)C(C(=O)OC)CCC (methyl [2-methyl-4-(4-ethylphenyl)-5,6,7,8-tetrahydro[1]benzothieno[2,3-b]pyridin-3-yl]pentanoate), [OH-].[Na+] (sodium hydroxide). The solvent is CO (methanol). Conditions: temperature 60 celsius. Product: CC1=C(C(=C2C(=N1)SC1=C2CCCC1)C1=CC=C(C=C1)CC)C(C(=O)O)CCC (2-[2-Methyl-4-(4-ethylphenyl)-5,6,7,8-tetrahydro[1]benzothieno[2,3-b]pyridin-3-yl]pentanoic acid). Isolated yield 48.2%. As a reaction SMILES: [CH3:1][C:2]1[N:7]=[C:6]2[S:8][C:9]3[CH2:14][CH2:13][CH2:12][CH2:11][C:10]=3[C:5]2=[C:4]([C:15]2[CH:20]=[CH:19][C:18]([CH2:21][CH3:22])=[CH:17][CH:16]=2)[C:3]=1[CH:23]([CH2:28][CH2:29][CH3:30])[C:24]([O:26]C)=[O:25].[OH-].[Na+]>CO>[CH3:1][C:2]1[N:7]=[C:6]2[S:8][C:9]3[CH2:14][CH2:13][CH2:12][CH2:11][C:10]=3[C:5]2=[C:4]([C:15]2[CH:16]=[CH:17][C:18]([CH2:21][CH3:22])=[CH:19][CH:20]=2)[C:3]=1[CH:23]([CH2:28][CH2:29][CH3:30])[C:24]([OH:26])=[O:25] |f:1.2|. Procedure: To a solution of methyl [2-methyl-4-(4-ethylphenyl)-5,6,7,8-tetrahydro[1]benzothieno[2,3-b]pyridin-3-yl]pentanoate (0.197 g; 0.468 mmol) in methanol (4.6 mL) was added a solution of sodium hydroxide 5 N (0.95 mL) and the mixture was heated at 60° C. for 18 h. After cooling, the reaction mixture was concentrated under reduced pressure. The residue was dissolved in ethyl acetate and the mixture was acidified with HCl (1N) until pH 1. The organic layer was washed with brine, water, dried over magne...